Task: describe an organic reaction: reactants, conditions, products, and yield. Dataset: the Open Reaction Database (ORD), a public repository of structured organic reaction records Reactants: 3-Carboethoxy-4-(4-methylphenyl)but-2, C(=O)(OCC)C(C(C)=O)=CC1=CC=C(C=C1)C (3-carboethoxy-4-(4-methylphenyl)but-3-en-2-one), C(C)(=O)O (acetic acid), Cl (hydrochloric acid). The reagents and catalysts are O=[Pt]=O (PtO2). Run in O (water). Yields the product CC1=CC=C(C=C1)CCC(C)=O (4-(4-methylphenyl)butan-2-one). As a reaction SMILES: C([C:6](=[CH:10][C:11]1[CH:16]=[CH:15][C:14]([CH3:17])=[CH:13][CH:12]=1)[C:7](=[O:9])[CH3:8])(OCC)=O.C(O)(=O)C.Cl>O=[Pt]=O.O>[CH3:17][C:14]1[CH:15]=[CH:16][C:11]([CH2:10][CH2:6][C:7](=[O:9])[CH3:8])=[CH:12][CH:13]=1. Reported procedure: 3-Carboethoxy-4-(4-methylphenyl)but-2-one (20 g), (prepared by hydrogenation over PtO2 at 1 atmosphere of 3-carboethoxy-4-(4-methylphenyl)but-3-en-2-one) was heated under reflux for 3.5 h in a mixture of glacial acetic acid (48 ml), concentrated hydrochloric acid (5.6 ml) and water (30 ml). The solvent was evaporated, the residue dissolved in xylene, washed with water, dried and evaporated. The residue was distilled to give 4-(4-methylphenyl)butan-2-one, 11.0 g, bp 80-90/1 mm).